Dataset: the Open Reaction Database (ORD), a public repository of structured organic reaction records. Task: describe an organic reaction: reactants, conditions, products, and yield Starting materials: ClC1=NC=NC2=CC(=C(C=C12)OC)OCCCN1CCN(CC1)CCF (4-chloro-7-{3-[4-(2-fluoroethyl)piperazin-1-yl]propoxy}-6-methoxyquinazoline), ClC1=C(C2=C(OCO2)C(=C1)C#CCCOC)N (5-chloro-7-(4-methoxybut-1-yn-1-yl)-1,3-benzodioxol-4-amine), C[Si](C)(C)[N-][Si](C)(C)C.[Na+] (sodium bis(trimethylsilyl)amide). The solvent is CN(C)C=O (DMF). Yields the product ClC1=C(C2=C(OCO2)C(=C1)C#CCCOC)NC1=NC=NC2=CC(=C(C=C12)OC)OCCCN1CCN(CC1)CCF (N-[5-chloro-7-(4-methoxybut-1-yn-1-yl)-1,3-benzodioxol-4-yl]-7-{3-[4-(2-fluoroethyl)piperazin-1-yl]propoxy}-6-methoxyquinazolin-4-amine). Yield: 59.9%. As a reaction SMILES: Cl[C:2]1[C:11]2[C:6](=[CH:7][C:8]([O:14][CH2:15][CH2:16][CH2:17][N:18]3[CH2:23][CH2:22][N:21]([CH2:24][CH2:25][F:26])[CH2:20][CH2:19]3)=[C:9]([O:12][CH3:13])[CH:10]=2)[N:5]=[CH:4][N:3]=1.[Cl:27][C:28]1[CH:36]=[C:35]([C:37]#[C:38][CH2:39][CH2:40][O:41][CH3:42])[C:31]2[O:32][CH2:33][O:34][C:30]=2[C:29]=1[NH2:43].C[Si]([N-][Si](C)(C)C)(C)C.[Na+]>CN(C=O)C>[Cl:27][C:28]1[CH:36]=[C:35]([C:37]#[C:38][CH2:39][CH2:40][O:41][CH3:42])[C:31]2[O:32][CH2:33][O:34][C:30]=2[C:29]=1[NH:43][C:2]1[C:11]2[C:6](=[CH:7][C:8]([O:14][CH2:15][CH2:16][CH2:17][N:18]3[CH2:23][CH2:22][N:21]([CH2:24][CH2:25][F:26])[CH2:20][CH2:19]3)=[C:9]([O:12][CH3:13])[CH:10]=2)[N:5]=[CH:4][N:3]=1 |f:2.3|. Procedure details: This was prepared by the method described in example 4 using 4-chloro-7-{3-[4-(2-fluoroethyl)piperazin-1-yl]propoxy}-6-methoxyquinazoline (200 mg, 0.52 mmol), 5-chloro-7-(4-methoxybut-1-yn-1-yl)-1,3-benzodioxol-4-amine (146 mg, 0.57 mmol) and sodium bis(trimethylsilyl)amide (1.0M in THF, 1.10 ml) in DMF (3 ml). The crude product was purified by column chromatography on silica using increasing concentrations of methanol in dichloromethane as eluent. There was thus obtained the title compound (187... The reactants are [N-]=[N+]=[N-].[Al+3].[N-]=[N+]=[N-].[N-]=[N+]=[N-] (aluminum azide), [Cl-].[Cl-].[Cl-].[Al+3] (Aluminum trichloride), ice, C1(=CC=CC=C1)C(OC1=CC=C(C=C1)C1=NC2=C(N1C1CCCCC1)C=CC(=C2)C#N)C2=CC=CC=C2 (2-[4-(Diphenylmethoxy)phenyl]-1-cyclohexyl-1H-benzimidazole-5-carbonitrile), [N-]=[N+]=[N-].[Na+] (Sodium azide). Product: C1(=CC=CC=C1)C(OC1=CC=C(C=C1)C1=NC2=C(N1C1CCCCC1)C=CC(=C2)C2=NN=NN2)C2=CC=CC=C2 (2-[4-(Diphenylmethoxy)phenyl]-1-cyclohexyl-5-(1H-tetrazol-5-yl)-1H-benzimidazole). Yield: 20.6%. Reaction SMILES: [Cl-].[Cl-].[Cl-].[Al+3].[N-:5]=[N+:6]=[N-:7].[Na+].[N-]=[N+]=[N-].[Al+3].[N-]=[N+]=[N-].[N-]=[N+]=[N-].[C:19]1([CH:25]([C:50]2[CH:55]=[CH:54][CH:53]=[CH:52][CH:51]=2)[O:26][C:27]2[CH:32]=[CH:31][C:30]([C:33]3[N:37]([CH:38]4[CH2:43][CH2:42][CH2:41][CH2:40][CH2:39]4)[C:36]4[CH:44]=[CH:45][C:46]([C:48]#[N:49])=[CH:47][C:35]=4[N:34]=3)=[CH:29][CH:28]=2)[CH:24]=[CH:23][CH:22]=[CH:21][CH:20]=1>>[C:50]1([CH:25]([C:19]2[CH:20]=[CH:21][CH:22]=[CH:23][CH:24]=2)[O:26][C:27]2[CH:32]=[CH:31][C:30]([C:33]3[N:37]([CH:38]4[CH2:43][CH2:42][CH2:41][CH2:40][CH2:39]4)[C:36]4[CH:44]=[CH:45][C:46]([C:48]5[NH:49][N:7]=[N:6][N:5]=5)=[CH:47][C:35]=4[N:34]=3)=[CH:29][CH:28]=2)[CH:51]=[CH:52][CH:53]=[CH:54][CH:55]=1 |f:0.1.2.3,4.5,6.7.8.9|. Procedure: Aluminum trichloride (33 mg, 0.247 mmol) was added to ice cold THF (4 mL). Sodium azide (48 mg, 0.744 mmol) was added and the resulting mixture was stirred under reflux for 30 min to complete the formation of the aluminum azide. Compound 8 (100 mg, 0.206 mmol) was added and the mixture stirred under reflux for 18 h. The reaction mixture was poured into ice cold dilute HCl to precipitate a solid. The solid was dissolved in DMF (2 mL) and the solution applied to a Shimadzu Prep HPLC. The product c... The reactants are C(C)(C)(C)OC(NCC(CNC(OC(C)(C)C)=O)NC([C@H](CCNC(=O)OCC1=CC=CC=C1)NC(=O)OC(C)(C)C)=O)=O (Di-tert-butyl[2-({(2S)-4-{[(benzyloxy)carbonyl]amino}-2-[(tert-butoxycarbonyl)amino]butanoyl}amino)propane-1,3-diyl]biscarbamate). The reagents and catalysts are [Pd] (palladium on activated carbon). The solvent is C(C)O (ethanol). Conditions: time 15 hour. The product is C(C)(C)(C)OC(NCC(CNC(OC(C)(C)C)=O)NC([C@H](CCN)NC(=O)OC(C)(C)C)=O)=O (Di-tert-butyl[2-({(2S)-4-amino-2-[(tert-butoxycarbonyl)amino]butanoyl}amino)propane-1,3-diyl]biscarbamate). RXN SMILES: [C:1]([O:5][C:6](=[O:44])[NH:7][CH2:8][CH:9]([NH:19][C:20](=[O:43])[C@@H:21]([NH:35][C:36]([O:38][C:39]([CH3:42])([CH3:41])[CH3:40])=[O:37])[CH2:22][CH2:23][NH:24]C(OCC1C=CC=CC=1)=O)[CH2:10][NH:11][C:12](=[O:18])[O:13][C:14]([CH3:17])([CH3:16])[CH3:15])([CH3:4])([CH3:3])[CH3:2]>C(O)C.[Pd]>[C:1]([O:5][C:6](=[O:44])[NH:7][CH2:8][CH:9]([NH:19][C:20](=[O:43])[C@@H:21]([NH:35][C:36]([O:38][C:39]([CH3:42])([CH3:41])[CH3:40])=[O:37])[CH2:22][CH2:23][NH2:24])[CH2:10][NH:11][C:12](=[O:18])[O:13][C:14]([CH3:17])([CH3:16])[CH3:15])([CH3:2])([CH3:3])[CH3:4]. Reported procedure: 116 mg (0.186 mmol) of di-tert-butyl[2-({(2S)-4-{[(benzyloxy)carbonyl]amino}-2-[(tert-butoxycarbonyl)amino]butanoyl}amino)propane-1,3-diyl]biscarbamate (Example 156A) are dissolved in 20 ml of ethanol. 30 mg of palladium on activated carbon (10%) are added thereto, and the mixture is then hydrogenated under atmospheric pressure for 15 h. The reaction mixture is filtered through prewashed kieselguhr and the filtrate is concentrated on a rotary evaporator in vacuo. The crude product is reacted wit...